describe an organic reaction: reactants, conditions, products, and yield From a dataset of the Open Reaction Database (ORD), a public repository of structured organic reaction records. Yield: 102.7%. Solvent: C(C)N(CC)CC (triethylamine), C1(=CC=CC=C1)C (toluene), C(Cl)Cl (methylene chloride). Reaction SMILES: [CH3:1][O:2][C:3]1[CH:4]=[C:5]2[C:10](=[CH:11][C:12]=1[O:13][CH3:14])[N:9]=[CH:8][CH:7]=[C:6]2[O:15][C:16]1[C:22]([CH3:23])=[CH:21][C:19]([NH2:20])=[C:18]([CH3:24])[CH:17]=1.Cl[C:26](Cl)([O:28][C:29](=[O:35])OC(Cl)(Cl)Cl)Cl.[C:37]1([CH2:43][CH2:44]CO)[CH:42]=[CH:41][CH:40]=[CH:39][CH:38]=1.C(=O)(O)[O-].[Na+]>C(Cl)Cl.C(N(CC)CC)C.C1(C)C=CC=CC=1>[CH3:1][O:2][C:3]1[CH:4]=[C:5]2[C:10](=[CH:11][C:12]=1[O:13][CH3:14])[N:9]=[CH:8][CH:7]=[C:6]2[O:15][C:16]1[C:22]([CH3:23])=[CH:21][C:19]([NH:20][C:29](=[O:35])[O:28][CH2:26][CH2:44][CH2:43][C:37]2[CH:42]=[CH:41][CH:40]=[CH:39][CH:38]=2)=[C:18]([CH3:24])[CH:17]=1 |f:3.4|. Yields the product COC=1C=C2C(=CC=NC2=CC1OC)OC1=CC(=C(C=C1C)NC(OCCCC1=CC=CC=C1)=O)C (3-Phenylpropyl N-{4-[(6,7-dimethoxy-4-quinolyl)oxy]-2,5-dimethylphenyl}carbamate). The reactants are COC=1C=C2C(=CC=NC2=CC1OC)OC1=CC(=C(N)C=C1C)C (4-[(6,7-Dimethoxy-4-quinolyl)oxy]-2,5-dimethylaniline), ClC(Cl)(OC(OC(Cl)(Cl)Cl)=O)Cl (triphosgene), C([O-])(O)=O.[Na+] (sodium bicarbonate), C1(=CC=CC=C1)CCCO (3-phenyl-1-propanol). Procedure details: 4-[(6,7-Dimethoxy-4-quinolyl)oxy]-2,5-dimethylaniline (50 mg) was added to toluene (5 ml), and triethylamine (0.5 ml), and the mixture was heated under reflux to prepare a solution. A solution of triphosgene (68 mg) in methylene chloride was then added thereto, and the mixture was heated under reflux for 10 min. Next, 3-phenyl-1-propanol (31 mg) was added thereto, and the mixture was further stirred with heating under reflux for 3 hr. A saturated aqueous sodium bicarbonate solution was added to ... Reactants: FC1=C(C=CC(=C1)F)[C@@]12N=C(S[C@@H]([C@@H]1C[C@@H](OC2)C(C(OC)OC)C(OC)OC)C)NC(C2=CC=CC=C2)=O (N-[(4R,4aR,6R,8aS)-8a-(2,4-Difluorophenyl)-4-methyl-6-(1,1,3,3-tetramethoxypropan-2-yl)-4,4a,5,6,8,8a-hexahydropyrano[3,4-d][1,3]thiazin-2-yl]benzamide), C([O-])(O)=O.[Na+] (sodium bicarbonate), CNN (methyl hydrazine), S(O)(O)(=O)=O (sulfuric acid). Run in O (water), C(C)O (ethanol). Reaction conditions: temperature 70 celsius. Product: FC1=C(C=CC(=C1)F)C12N=C(SC(C1CC(OC2)C=2C=NN(C2)C)C)N (8a-(2,4-Difluorophenyl)-4-methyl-6-(1-methyl-1H-pyrazol-4-yl)-4,4a,5,6,8,8a-hexahydropyrano[3,4-d][1,3]thiazin-2-amine). As a reaction SMILES: [F:1][C:2]1[CH:7]=[C:6]([F:8])[CH:5]=[CH:4][C:3]=1[C@:9]12[CH2:18][O:17][C@@H:16]([CH:19]([CH:25](OC)OC)[CH:20](OC)OC)[CH2:15][C@H:14]1[C@@H:13]([CH3:30])[S:12][C:11]([NH:31]C(=O)C1C=CC=CC=1)=[N:10]2.[CH3:40][NH:41][NH2:42].S(=O)(=O)(O)O.C(=O)(O)[O-].[Na+]>O.C(O)C>[F:1][C:2]1[CH:7]=[C:6]([F:8])[CH:5]=[CH:4][C:3]=1[C:9]12[CH2:18][O:17][CH:16]([C:19]3[CH:25]=[N:42][N:41]([CH3:40])[CH:20]=3)[CH2:15][CH:14]1[CH:13]([CH3:30])[S:12][C:11]([NH2:31])=[N:10]2 |f:3.4|. Procedure: N-[(4R,4aR,6R,8aS)-8a-(2,4-Difluorophenyl)-4-methyl-6-(1,1,3,3-tetramethoxypropan-2-yl)-4,4a,5,6,8,8a-hexahydropyrano[3,4-d][1,3]thiazin-2-yl]benzamide (C75) [prepared from P4 via a method similar to that used for the conversion of P1 to C44 in Preparation P3 and Example 5] (297 mg, 0.526 mmol) was combined with ethanol (1.75 mL) and methyl hydrazine (36.4 mg, 0.789 mmol) followed by addition of water (0.6 mL). Concentrated sulfuric acid (55 μL, 1.0 mmol) was slowly added and the reaction mixtur... The reactants are NC1=CC=CC=C1 (aniline), C(C1=CC=CC=C1)O (benzyl alcohol), P(OC1=CC=CC=C1)(OC1=CC=CC=C1)OC1=CC=CC=C1 (triphenyl phosphite). Solvent: O (water). Product: C(C1=CC=CC=C1)NC1=CC=CC=C1 (N-benzylaniline). The yield is 90.0%. As a reaction SMILES: [NH2:1][C:2]1[CH:7]=[CH:6][CH:5]=[CH:4][CH:3]=1.[CH2:8](O)[C:9]1[CH:14]=[CH:13][CH:12]=[CH:11][CH:10]=1.P(OC1C=CC=CC=1)(OC1C=CC=CC=1)OC1C=CC=CC=1>O>[CH2:8]([NH:1][C:2]1[CH:7]=[CH:6][CH:5]=[CH:4][CH:3]=1)[C:9]1[CH:14]=[CH:13][CH:12]=[CH:11][CH:10]=1. Procedure details: 200 parts of aniline, 108 parts of benzyl alcohol and 10 parts of triphenyl phosphite are heated for 20 hours at 240° C in a stirred autoclave. The autoclave is then let down and the water of reaction which has formed, the excess aniline and the unconverted alcohol are distilled off under reduced pressure. 165 parts of N-benzylaniline, corresponding to a yield of 90% of theory, distil at a boiling point of 125° C/0.2 mm Hg.